From a dataset of the Open Reaction Database (ORD), a public repository of structured organic reaction records. describe an organic reaction: reactants, conditions, products, and yield The reactants are COC(=O)CCCn1c(=O)n(Cc2ccccc2F)c(=O)c2[nH]c(Cc3ccc(NC(C)=O)cc3)nc21, CO, NN, C1CCOC1. Yields the product CC(=O)Nc1ccc(Cc2nc3c([nH]2)c(=O)n(Cc2ccccc2F)c(=O)n3CCCC(=O)NN)cc1. Reaction SMILES: [CH3:1][O:2][C:3]([CH2:4][CH2:5][CH2:6][n:7]1[c:8](=[O:36])[n:9]([CH2:28][c:29]2[c:30]([F:35])[cH:31][cH:32][cH:33][cH:34]2)[c:10](=[O:27])[c:11]2[nH:12][c:13]([CH2:16][c:17]3[cH:18][cH:19][c:20]([NH:23][C:24]([CH3:25])=[O:26])[cH:21][cH:22]3)[n:14][c:15]12)=[O:37].[CH3:45][OH:46].[NH2:38][NH2:39].[O:40]1[CH2:41][CH2:42][CH2:43][CH2:44]1>>[O:2]=[C:3]([CH2:4][CH2:5][CH2:6][n:7]1[c:8](=[O:36])[n:9]([CH2:28][c:29]2[c:30]([F:35])[cH:31][cH:32][cH:33][cH:34]2)[c:10](=[O:27])[c:11]2[nH:12][c:13]([CH2:16][c:17]3[cH:18][cH:19][c:20]([NH:23][C:24]([CH3:25])=[O:26])[cH:21][cH:22]3)[n:14][c:15]12)[NH:38][NH2:39]. Reactants: ClC1=CC(=C(C=C1)C(CC(=O)C=1C=CC(N(C1)C)=O)C1=CC(=C(C=C1)O)F)C (5-[3-(4-Chloro-2-methyl-phenyl)-3-(3-fluoro-4-hydroxy-phenyl)-propionyl]-1-methyl-1H-pyridin-2-one), BrCCCC(=O)OC (methyl 4-bromobutyrate), C([O-])([O-])=O.[Cs+].[Cs+] (cesium carbonate). Run in CN(C(C)=O)C (N,N-dimethylacetamide). Product: COC(CCCOC1=C(C=C(C=C1)C(CC(=O)C1=CN(C(C=C1)=O)C)C1=C(C=C(C=C1)Cl)C)F)=O (4-{4-[1-(4-Chloro-2-methyl-phenyl)-3-(1-methyl-6-oxo-1,6-dihydro-pyridin-3-yl)-3-oxo-propyl]-2-fluoro-phenoxy}-butyric acid methyl ester). RXN SMILES: [Cl:1][C:2]1[CH:7]=[CH:6][C:5]([CH:8]([C:20]2[CH:25]=[CH:24][C:23]([OH:26])=[C:22]([F:27])[CH:21]=2)[CH2:9][C:10]([C:12]2[CH:13]=[CH:14][C:15](=[O:19])[N:16]([CH3:18])[CH:17]=2)=[O:11])=[C:4]([CH3:28])[CH:3]=1.Br[CH2:30][CH2:31][CH2:32][C:33]([O:35][CH3:36])=[O:34].C(=O)([O-])[O-].[Cs+].[Cs+]>CN(C)C(=O)C>[CH3:36][O:35][C:33](=[O:34])[CH2:32][CH2:31][CH2:30][O:26][C:23]1[CH:24]=[CH:25][C:20]([CH:8]([C:5]2[CH:6]=[CH:7][C:2]([Cl:1])=[CH:3][C:4]=2[CH3:28])[CH2:9][C:10]([C:12]2[CH:13]=[CH:14][C:15](=[O:19])[N:16]([CH3:18])[CH:17]=2)=[O:11])=[CH:21][C:22]=1[F:27] |f:2.3.4|. Procedure: In analogy to example 221, step 6, 5-[3-(4-chloro-2-methyl-phenyl)-3-(3-fluoro-4-hydroxy-phenyl)-propionyl]-1-methyl-1H-pyridin-2-one (example 324, step 1) was reacted with methyl 4-bromobutyrate in N,N-dimethylacetamide in the presence of cesium carbonate to give the title compound as a colourless foam, MS (ESI+): m/z=500.3 [M+H]+. Starting materials: ClC=1C=C(CN/C(=N/C(C2=CC=C(C=C2)C(F)(F)F)=O)/NC2=NC(=CC=C2)O)C=CC1F ((Z)-N-(((3-chloro-4-fluorobenzyl)amino)((6-hydroxypyridin-2-yl)amino)methylene)-4-(trifluoromethyl)benzamide), [NH4+].[Cl-] (NH4Cl), C(C)(=O)OC(C)=O (acetic anhydride), C(C)(=O)OC(C)=O (acetic anhydride). Reagents/catalysts: CN(C1=CC=NC=C1)C (4-dimethylaminopyridine). Solvent: N1=CC=CC=C1 (pyridine), N1=CC=CC=C1 (pyridine), O (water), C(C)(=O)OCC (ethyl acetate). Reaction conditions: time 4 hour. Yields the product NC(=N)N (guanidine), ClC=1C=C(CN(C(C)=O)\C(=N\C(C2=CC=C(C=C2)C(F)(F)F)=O)\NC2=NC(=CC=C2)O)C=CC1F ((E)-N—((N-(3-chloro-4-fluorobenzyl)acetamido)((6-hydroxypyridin-2-yl)amino)methylene)-4-(trifluoromethyl)benzamide). Isolated yield 48.0%. RXN SMILES: [Cl:1][C:2]1[CH:3]=[C:4]([CH:29]=[CH:30][C:31]=1[F:32])[CH2:5][NH:6]/[C:7](/[NH:21][C:22]1[CH:27]=[CH:26][CH:25]=[C:24]([OH:28])[N:23]=1)=[N:8]/[C:9](=[O:20])[C:10]1[CH:15]=[CH:14][C:13]([C:16]([F:19])([F:18])[F:17])=[CH:12][CH:11]=1.[C:33](OC(=O)C)(=[O:35])[CH3:34].[NH4+].[Cl-]>N1C=CC=CC=1.CN(C)C1C=CN=CC=1.O.C(OCC)(=O)C>[NH2:8][C:7]([NH2:21])=[NH:6].[Cl:1][C:2]1[CH:3]=[C:4]([CH:29]=[CH:30][C:31]=1[F:32])[CH2:5][N:6](/[C:7](/[NH:21][C:22]1[CH:27]=[CH:26][CH:25]=[C:24]([OH:28])[N:23]=1)=[N:8]/[C:9](=[O:20])[C:10]1[CH:15]=[CH:14][C:13]([C:16]([F:19])([F:17])[F:18])=[CH:12][CH:11]=1)[C:33](=[O:35])[CH3:34] |f:2.3|. Reported procedure: Pyridonyl guanidine compound (Z)—N-(((3-chloro-4-fluorobenzyl)amino)((6-hydroxypyridin-2-yl)amino)methylene)-4-(trifluoromethyl)benzamide was prepared based on the procedures described in Example 1. Then, (Z)-N-(((3-chloro-4-fluorobenzyl)amino)((6-hydroxypyridin-2-yl)amino)methylene)-4-(trifluoromethyl)benzamide (0.1 g, 0.214 mmol) was dissolved in pyridine (1 mL) with 4-dimethylaminopyridine (0.026 g, 0.214 mmol) under nitrogen at room temperature and acetic anhydride was added (0.022 g, 0.214 ... Starting materials: ClCC(=O)N(C)C (2-chloro-N,N-dimethylacetamide), C1CC2=CC=CC=C2C(C3=CC=CC=C31)O (dibenzosuberol), [H-].[Na+] (sodium hydride). The solvent is CCOCC (ether), CCOCC (ether), CCCCCC (hexane), CCOCC (ether). Conditions: time 16 hour. Yields the product C1=CC=CC=2C(C3=C(CCC21)C=CC=C3)OCC(=O)N(C)C (10,11-dihydro-5H-dibenzo[a,d]cyclohepten-5-yl-oxy-N,N-dimethylacetamide). The yield is 72.3%. Reaction SMILES: [H-].[Na+].[CH2:3]1[C:17]2[C:12](=[CH:13][CH:14]=[CH:15][CH:16]=2)[CH:11]([OH:18])[C:10]2[C:5](=[CH:6][CH:7]=[CH:8][CH:9]=2)[CH2:4]1.Cl[CH2:20][C:21]([N:23]([CH3:25])[CH3:24])=[O:22]>CCCCCC.CCOCC>[CH:16]1[C:17]2[CH2:3][CH2:4][C:5]3[CH:6]=[CH:7][CH:8]=[CH:9][C:10]=3[CH:11]([O:18][CH2:20][C:21]([N:23]([CH3:25])[CH3:24])=[O:22])[C:12]=2[CH:13]=[CH:14][CH:15]=1 |f:0.1|. Reported procedure: Washed sodium hydride (2.6 g, 64.6 mmol, 60 weight % in oil) two times with hexane under a nitrogen atmosphere. Added 50 mL of dry ether, and then added dibenzosuberol (13.6 g, 64.6 mmol) dissolved in 30 mL of dry ether followed by 2-chloro-N,N-dimethylacetamide (7.8 g, 64.6 mmol) dissolved in 20 mL of dry ether. Stirred at room temperature for 16 hours. Added water, and separated layers. Evaporated the organic solution, and triturated the residue with carbon tetrachloride and hexane. Filtered t... Starting materials: C1(CCCCCC1)NC(=S)N (N-cycloheptylthiourea), Br[C@H](C(=O)O)C ((2S)-2-bromopropanoic acid). Product: C1(CCCCCC1)NC=1S[C@H](C(N1)=O)C ((5S)-2-(cycloheptylamino)-5-methyl-1,3-thiazol-4(5H)-one). RXN SMILES: [CH:1]1([NH:8][C:9]([NH2:11])=[S:10])[CH2:7][CH2:6][CH2:5][CH2:4][CH2:3][CH2:2]1.Br[C@@H:13]([CH3:17])[C:14](O)=[O:15]>>[CH:1]1([NH:8][C:9]2[S:10][C@@H:13]([CH3:17])[C:14](=[O:15])[N:11]=2)[CH2:7][CH2:6][CH2:5][CH2:4][CH2:3][CH2:2]1. Procedure details: Synthesis was performed from N-cycloheptylthiourea and (2S)-2-bromopropanoic acid according to Method C. Reactants: C(C1=CC=CC=C1)N1CCNCC1 (N-benzylpiperazine), C1(=CC=CC=C1)C(CCCl)C1=CC=CC=C1 (3,3-diphenylpropyl chloride), C([O-])([O-])=O.[Ca+2] (calcium carbonate), CS(=O)C (dimethyl sulfoxide). Procedure: N-benzylpiperazine in the amount of 1.76 g (0.01 mole), 2.3 g (0.01 mole) of 3,3-diphenylpropyl chloride, 1.5 g (0.015 mole) of calcium carbonate, and 2 ml of dimethyl sulfoxide were mixed with 20 ml of secondary butanol, and the resulting solution was heated at the refluxing temperature for 2.5 hours. The reaction liquid was filtered after being left to cool, and the filtrate was concentrated under reduced pressure to produce an oily residue, which was shaken with ether and water, and the ether... As a reaction SMILES: [CH2:1]([N:8]1[CH2:13][CH2:12][NH:11][CH2:10][CH2:9]1)[C:2]1[CH:7]=[CH:6][CH:5]=[CH:4][CH:3]=1.[C:14]1([CH:20]([C:24]2[CH:29]=[CH:28][CH:27]=[CH:26][CH:25]=2)[CH2:21][CH2:22][Cl:23])[CH:19]=[CH:18][CH:17]=[CH:16][CH:15]=1.C(=O)([O-])[O-].[Ca+2].CS(C)=O>O.CCOCC.C(O)(CC)C>[ClH:23].[ClH:23].[C:14]1([CH:20]([C:24]2[CH:25]=[CH:26][CH:27]=[CH:28][CH:29]=2)[CH2:21][CH2:22][N:11]2[CH2:12][CH2:13][N:8]([CH2:1][C:2]3[CH:3]=[CH:4][CH:5]=[CH:6][CH:7]=3)[CH2:9][CH2:10]2)[CH:19]=[CH:18][CH:17]=[CH:16][CH:15]=1 |f:2.3,8.9.10|. The product is Cl.Cl.C1(=CC=CC=C1)C(CCN1CCN(CC1)CC1=CC=CC=C1)C1=CC=CC=C1 (1-(3,3-diphenylpropyl)-4-benzylpiperazine dihydrochloride). The yield is 81.2%. The solvent is O (water), CCOCC (ether), C(C)(CC)O (secondary butanol). Reactants: CC(C)CC(CO)Nc1nc(SCc2ccccc2)nc2nc(NC3CCN(C(=O)OC(C)(C)C)CC3)sc12, O=C([O-])[O-], ClCCl, [K+], [K+], [Na+], [OH-], O=C(O)C(F)(F)F. The product is CC(C)CC(CO)Nc1nc(SCc2ccccc2)nc2nc(NC3CCNCC3)sc12. RXN SMILES: [C:1]([O:2][C:3](=[O:4])[N:8]1[CH2:9][CH2:10][CH:11]([NH:14][c:15]2[s:16][c:17]3[c:18]([n:19][c:20]([S:31][CH2:32][c:33]4[cH:34][cH:35][cH:36][cH:37][cH:38]4)[n:21][c:22]3[NH:23][CH:24]([CH2:25][CH:26]([CH3:27])[CH3:28])[CH2:29][OH:30])[n:39]2)[CH2:12][CH2:13]1)([CH3:5])([CH3:6])[CH3:7].[C:47](=[O:48])([O-:49])[O-:50].[Cl:55][CH2:56][Cl:57].[K+:51].[K+:52].[Na+:54].[OH-:53].[OH:40][C:41]([C:42]([F:43])([F:44])[F:45])=[O:46]>>[NH:8]1[CH2:9][CH2:10][CH:11]([NH:14][c:15]2[s:16][c:17]3[c:18]([n:19][c:20]([S:31][CH2:32][c:33]4[cH:34][cH:35][cH:36][cH:37][cH:38]4)[n:21][c:22]3[NH:23][CH:24]([CH2:25][CH:26]([CH3:27])[CH3:28])[CH2:29][OH:30])[n:39]2)[CH2:12][CH2:13]1. The reactants are C1CCOC1, OCCF, O, CC(C)(C)OC(=O)N1CCN(c2ccc(CO)cc2)CC1, c1ccc(P(c2ccccc2)c2ccccc2)cc1. Product: CC(C)(C)OC(=O)N1CCN(c2ccc(COCCF)cc2)CC1. As a reaction SMILES: [CH2:45]1[O:46][CH2:47][CH2:48][CH2:49]1.[F:41][CH2:42][CH2:43][OH:44].[OH2:50].[OH:1][CH2:2][c:3]1[cH:4][cH:5][c:6]([N:9]2[CH2:10][CH2:11][N:12]([C:15](=[O:16])[O:17][C:18]([CH3:19])([CH3:20])[CH3:21])[CH2:13][CH2:14]2)[cH:7][cH:8]1.[c:22]1([P:23]([c:24]2[cH:25][cH:26][cH:27][cH:28][cH:29]2)[c:30]2[cH:31][cH:32][cH:33][cH:34][cH:35]2)[cH:36][cH:37][cH:38][cH:39][cH:40]1>>[O:1]([CH2:2][c:3]1[cH:4][cH:5][c:6]([N:9]2[CH2:10][CH2:11][N:12]([C:15](=[O:16])[O:17][C:18]([CH3:19])([CH3:20])[CH3:21])[CH2:13][CH2:14]2)[cH:7][cH:8]1)[CH2:43][CH2:42][F:41].